This data is from the Open Reaction Database (ORD), a public repository of structured organic reaction records. The task is: describe an organic reaction: reactants, conditions, products, and yield The reactants are NOCc1ccccc1, CCO, Cl, Cl, O=C1C2CC3CC1CN(C3)C2. The product is Cl, c1ccc(CON=C2C3CC4CC2CN(C4)C3)cc1. As a reaction SMILES: [CH2:13]([c:14]1[cH:15][cH:16][cH:17][cH:18][cH:19]1)[O:20][NH2:21].[CH3:23][CH2:24][OH:25].[ClH:12].[ClH:22].[N:1]12[CH2:2][CH:3]3[C:4](=[O:11])[CH:5]([CH2:6][CH:7]([CH2:8]1)[CH2:9]3)[CH2:10]2>>[ClH:12].[N:1]12[CH2:2][CH:3]3[C:4](=[N:21][O:20][CH2:13][c:14]4[cH:15][cH:16][cH:17][cH:18][cH:19]4)[CH:5]([CH2:6][CH:7]([CH2:8]1)[CH2:9]3)[CH2:10]2. Reactants: O=C([O-])[O-], COC(=O)c1ccc(C#C[Si](C)(C)C)cc1, CO, [K+], [K+]. The product is C#Cc1ccc(C(=O)OC)cc1. As a reaction SMILES: [C:17](=[O:18])([O-:19])[O-:20].[CH3:1][Si:2]([CH3:3])([CH3:4])[C:5]#[C:6][c:7]1[cH:8][cH:9][c:10]([C:11](=[O:12])[O:13][CH3:14])[cH:15][cH:16]1.[CH3:23][OH:24].[K+:21].[K+:22]>>[CH:5]#[C:6][c:7]1[cH:8][cH:9][c:10]([C:11](=[O:12])[O:13][CH3:14])[cH:15][cH:16]1.